Dataset: the Open Reaction Database (ORD), a public repository of structured organic reaction records. Task: describe an organic reaction: reactants, conditions, products, and yield Reactants: CC1=CC=C(S1)C(=O)O (5-methylthiophene-2-carboxylic acid), OS(=O)(=O)O (H2SO4), CO (MeOH). Yields the product CC1=CC=C(S1)C(=O)OC (Methyl 5-methylthiophene-2-carboxylate). As a reaction SMILES: [CH3:1][C:2]1[S:6][C:5]([C:7]([OH:9])=[O:8])=[CH:4][CH:3]=1.OS(O)(=O)=O.[CH3:15]O>>[CH3:1][C:2]1[S:6][C:5]([C:7]([O:9][CH3:15])=[O:8])=[CH:4][CH:3]=1. Procedure: To a solution of 5-methylthiophene-2-carboxylic acid (F-1) (14.0 g, 0.1 mol) in MeOH (250 mL) was added concentrated H2SO4 (2.0 mL). The reaction mixture was stirred under reflux for 60 h. The solvent was removed in vacuo. Ethyl acetate was added to dilute the reaction mixture. Then the organic solution was washed with a saturated aqueous Na2CO3 solution, and dried over Na2SO4. The solvent was removed to afford the title compound (13.4 g). Starting materials: C(C)OC(C(CC=1C=C2C=C(NC2=CC1)C)OCC)=O (rac-2-ethoxy-3-(2-methyl-1H-indol-5-yl)-propionic acid ethyl ester), CC1=C(N=C(O1)C1=CC=CC=C1)CCCOS(=O)(=O)C (methanesulfonic acid 3-(5-methyl-2-phenyl-oxazol-4-yl)-propyl ester). Yields the product C(C)OC(C(=O)O)CC=1C=C2C=C(N(C2=CC1)CCCC=1N=C(OC1C)C1=CC=CC=C1)C (rac-2-ethoxy-3-{2-methyl-1-[3-(5-methyl-2-phenyl-oxazol-4-yl)-propyl]-1H-indol-5-yl}-propionic acid). RXN SMILES: C([O:3][C:4](=[O:20])[CH:5]([O:17][CH2:18][CH3:19])[CH2:6][C:7]1[CH:8]=[C:9]2[C:13](=[CH:14][CH:15]=1)[NH:12][C:11]([CH3:16])=[CH:10]2)C.[CH3:21][C:22]1[O:26][C:25]([C:27]2[CH:32]=[CH:31][CH:30]=[CH:29][CH:28]=2)=[N:24][C:23]=1[CH2:33][CH2:34][CH2:35]OS(C)(=O)=O>>[CH2:18]([O:17][CH:5]([CH2:6][C:7]1[CH:8]=[C:9]2[C:13](=[CH:14][CH:15]=1)[N:12]([CH2:35][CH2:34][CH2:33][C:23]1[N:24]=[C:25]([C:27]3[CH:32]=[CH:31][CH:30]=[CH:29][CH:28]=3)[O:26][C:22]=1[CH3:21])[C:11]([CH3:16])=[CH:10]2)[C:4]([OH:3])=[O:20])[CH3:19]. Procedure: In analogy to the procedure described in example 44, rac-2-ethoxy-3-(2-methyl-1H-indol-5-yl)-propionic acid ethyl ester (preparation 5) was reacted with methanesulfonic acid 3-(5-methyl-2-phenyl-oxazol-4-yl)-propyl ester to give rac-2-ethoxy-3-{2-methyl-1-[3-(5-methyl-2-phenyl-oxazol-4-yl)-propyl]-1H-indol-5-yl}-propionic acid as orange viscous oil. Reactants: NC1=CC=C(C=C1)CC(=O)N(C)CCCN(C)C(CO[C@H]1CC2=CC=CC=C2C12CCN(CC2)CC[C@]2(CN(CO2)C(C2=CC(=CC(=C2)C(F)(F)F)C(F)(F)F)=O)C2=CC=C(C=C2)F)=O (2-(4-Aminophenyl)-N-{3-[({[(2S)-1′-{2-[(5R)-3-[3,5-bis(trifluoromethyl)benzoyl]-5-(4-fluorophenyl)-1,3-oxazolidin-5-yl]ethyl}-2,3-dihydrospiro[indene-1,4′-piperidin]-2-yl]oxy}acetyl)(methyl)amino]propyl}-N-methylacetamide), C1(=C(C=CC=C1)NC(OC1CCN(CC1)CCN(C(CCCCC=O)=O)C)=O)C1=CC=CC=C1 (1-{2-[Methyl(6-oxohexanoyl)amino]ethyl}piperidin-4-yl biphenyl-2-ylcarbamate). The product is C1(=C(C=CC=C1)NC(OC1CCN(CC1)CCN(C)C(CCCCCNC1=CC=C(C=C1)CC(=O)N(C)CCCN(C)C(CO[C@H]1CC2=CC=CC=C2C12CCN(CC2)CC[C@]2(CN(CO2)C(C2=CC(=CC(=C2)C(F)(F)F)C(F)(F)F)=O)C2=CC=C(C=C2)F)=O)=O)=O)C2=CC=CC=C2 (1-{2-[{6-[(4-{2-[{3-[({[(2S)-1′-{2-[(5R)-3-[3,5-Bis(trifluoromethyl)benzoyl]-5-(4-fluorophenyl)-1,3-oxazolidin-5-yl]ethyl}-2,3-dihydrospiro[indene-1,4′-piperidin]-2-yl]oxy}acetyl)(methyl)amino]propyl}(methyl)amino]-2-oxoethyl}phenyl)amino]hexanoyl}(methyl)amino]ethyl}piperidin-4-yl biphenyl-2-ylcarbamate). Yield: 31.9%. As a reaction SMILES: [NH2:1][C:2]1[CH:7]=[CH:6][C:5]([CH2:8][C:9]([N:11]([CH2:13][CH2:14][CH2:15][N:16]([C:18](=[O:65])[CH2:19][O:20][C@@H:21]2[C:29]3([CH2:34][CH2:33][N:32]([CH2:35][CH2:36][C@:37]4([C:58]5[CH:63]=[CH:62][C:61]([F:64])=[CH:60][CH:59]=5)[O:41][CH2:40][N:39]([C:42](=[O:57])[C:43]5[CH:48]=[C:47]([C:49]([F:52])([F:51])[F:50])[CH:46]=[C:45]([C:53]([F:56])([F:55])[F:54])[CH:44]=5)[CH2:38]4)[CH2:31][CH2:30]3)[C:28]3[C:23](=[CH:24][CH:25]=[CH:26][CH:27]=3)[CH2:22]2)[CH3:17])[CH3:12])=[O:10])=[CH:4][CH:3]=1.[C:66]1([C:94]2[CH:99]=[CH:98][CH:97]=[CH:96][CH:95]=2)[CH:71]=[CH:70][CH:69]=[CH:68][C:67]=1[NH:72][C:73](=[O:93])[O:74][CH:75]1[CH2:80][CH2:79][N:78]([CH2:81][CH2:82][N:83]([CH3:92])[C:84](=[O:91])[CH2:85][CH2:86][CH2:87][CH2:88][CH:89]=O)[CH2:77][CH2:76]1>>[C:66]1([C:94]2[CH:95]=[CH:96][CH:97]=[CH:98][CH:99]=2)[CH:71]=[CH:70][CH:69]=[CH:68][C:67]=1[NH:72][C:73](=[O:93])[O:74][CH:75]1[CH2:80][CH2:79][N:78]([CH2:81][CH2:82][N:83]([C:84](=[O:91])[CH2:85][CH2:86][CH2:87][CH2:88][CH2:89][NH:1][C:2]2[CH:7]=[CH:6][C:5]([CH2:8][C:9]([N:11]([CH2:13][CH2:14][CH2:15][N:16]([C:18](=[O:65])[CH2:19][O:20][C@@H:21]3[C:29]4([CH2:30][CH2:31][N:32]([CH2:35][CH2:36][C@:37]5([C:58]6[CH:63]=[CH:62][C:61]([F:64])=[CH:60][CH:59]=6)[O:41][CH2:40][N:39]([C:42](=[O:57])[C:43]6[CH:44]=[C:45]([C:53]([F:54])([F:56])[F:55])[CH:46]=[C:47]([C:49]([F:50])([F:51])[F:52])[CH:48]=6)[CH2:38]5)[CH2:33][CH2:34]4)[C:28]4[C:23](=[CH:24][CH:25]=[CH:26][CH:27]=4)[CH2:22]3)[CH3:17])[CH3:12])=[O:10])=[CH:4][CH:3]=2)[CH3:92])[CH2:77][CH2:76]1. Procedure: The compound (194 mg, 0.219 mmol) obtained in Example 57b and the compound (102 mg, 0.219 mmol) obtained in Example 4g were used to give the title compound (95 mg; yield, 32%) as a white solid according to the method described in Example 41b. Starting materials: CO, CS(=O)(=O)c1ccc(F)c(F)c1, [K+], [OH-]. The product is COc1ccc(S(C)(=O)=O)cc1F. RXN SMILES: [CH3:15][OH:16].[F:3][c:4]1[c:5]([F:14])[cH:6][c:7]([S:10](=[O:11])(=[O:12])[CH3:13])[cH:8][cH:9]1.[K+:2].[OH-:1]>>[O:1]([c:4]1[c:5]([F:14])[cH:6][c:7]([S:10](=[O:11])(=[O:12])[CH3:13])[cH:8][cH:9]1)[CH3:15]. The reactants are BrC1=[N+](C(=CC=C1OC)C)[O-] (2-bromo-3-methoxy-6-methyl-pyridine N-oxide), [N+](=O)(O)[O-] (HNO3), [OH-].[Na+] (NaOH), solution, [OH-].[Na+] (NaOH). The solvent is OS(=O)(=O)O (H2SO4), OS(=O)(=O)O (H2SO4). Conditions: temperature 60 celsius. Yields the product BrC1=[N+](C(=CC(=C1OC)[N+](=O)[O-])C)[O-] (2-bromo-3-methoxy-6-methyl-4-nitro-pyridine N-oxide). RXN SMILES: [Br:1][C:2]1[C:7]([O:8][CH3:9])=[CH:6][CH:5]=[C:4]([CH3:10])[N+:3]=1[O-:11].[N+:12]([O-])([OH:14])=[O:13].[OH-].[Na+]>OS(O)(=O)=O>[Br:1][C:2]1[C:7]([O:8][CH3:9])=[C:6]([N+:12]([O-:14])=[O:13])[CH:5]=[C:4]([CH3:10])[N+:3]=1[O-:11] |f:2.3|. Procedure: A solution of 124C (7.0 g, 32.4 mmol) in concentrate H2SO4 (9.5 mL) was added to a solution of concentrate H2SO4 (9.5 mL) and fuming HNO3 (13 mL) and the mixture was heated at 60° C. for 30 min. After cooling to room temperature, the reaction mixture was added to iced 6M solution of NaOH (150 mL) and neutralized to pH 6 with 1N NaOH solution. The reaction mixture was extracted with dichloromethane (4×100 mL). The combined organic phases were dried over Na2SO4, filtered and concentrated to give 1...